From a dataset of the Open Reaction Database (ORD), a public repository of structured organic reaction records. describe an organic reaction: reactants, conditions, products, and yield The reactants are CCOC(=O)N1CCC(N)CC1, CC#N, O=c1cc(O)c2cc(Cl)ccc2n1CC(F)(F)F, O=S(=O)(N(c1ccccc1)S(=O)(=O)C(F)(F)F)C(F)(F)F, [H-], [Na+], O=c1ccc2ccccc2[nH]1. Yields the product CCOC(=O)N1CCC(Nc2cc(=O)n(CC(F)(F)F)c3ccc(Cl)cc23)CC1. As a reaction SMILES: [CH2:53]([CH3:54])[O:55][C:56](=[O:57])[N:58]1[CH2:59][CH2:60][CH:61]([NH2:64])[CH2:62][CH2:63]1.[CH3:65][C:66]#[N:67].[Cl:1][c:2]1[cH:3][c:4]2[c:5]([OH:18])[cH:6][c:7](=[O:17])[n:8]([CH2:12][C:13]([F:14])([F:15])[F:16])[c:9]2[cH:10][cH:11]1.[F:21][C:22]([F:23])([F:24])[S:25]([N:26]([c:27]1[cH:28][cH:29][cH:30][cH:31][cH:32]1)[S:33]([C:34]([F:35])([F:36])[F:37])(=[O:38])=[O:39])(=[O:40])=[O:41].[H-:19].[Na+:20].[nH:42]1[c:43]2[c:44]([cH:45][cH:46][cH:47][cH:48]2)[cH:49][cH:50][c:51]1=[O:52]>>[Cl:1][c:2]1[cH:3][c:4]2[c:5]([NH:64][CH:61]3[CH2:60][CH2:59][N:58]([C:56]([O:55][CH2:53][CH3:54])=[O:57])[CH2:63][CH2:62]3)[cH:6][c:7](=[O:17])[n:8]([CH2:12][C:13]([F:14])([F:15])[F:16])[c:9]2[cH:10][cH:11]1. The reactants are [C@H]12[C@H](NC[C@@H]2C1)CNC(=O)C1=C(N=C2SC=CN21)C (6-Methyl-imidazo[2,1-b]thiazole-5-carboxylic acid [(1S,2S,5R)-1-(3-aza-bicyclo[3.1.0]hex-2-yl)methyl]-amide), ClC=1C=C(C=CC1)C=1C(=CC=CC1)C(=O)O (3′-Chloro-biphenyl-2-carboxylic acid). Yields the product ClC=1C=C(C=CC1)C=1C(=CC=CC1)C(=O)N1[C@@H]([C@H]2C[C@H]2C1)CNC(=O)C1=C(N=C2SC=CN21)C (6-Methyl-imidazo[2,1-b]thiazole-5-carboxylic acid[(1S,2S,5R)-3-(3′-chloro-biphenyl-2-carbonyl)-3-aza-bicyclo[3.1.0]hex-2-ylmethyl]-amide). As a reaction SMILES: [C@H:1]12[CH2:6][C@H:5]1[CH2:4][NH:3][C@@H:2]2[CH2:7][NH:8][C:9]([C:11]1[N:18]2[C:14]([S:15][CH:16]=[CH:17]2)=[N:13][C:12]=1[CH3:19])=[O:10].[Cl:20][C:21]1[CH:22]=[C:23]([C:27]2[C:28]([C:33](O)=[O:34])=[CH:29][CH:30]=[CH:31][CH:32]=2)[CH:24]=[CH:25][CH:26]=1>>[Cl:20][C:21]1[CH:22]=[C:23]([C:27]2[C:28]([C:33]([N:3]3[CH2:4][C@H:5]4[C@H:1]([CH2:6]4)[C@H:2]3[CH2:7][NH:8][C:9]([C:11]3[N:18]4[C:14]([S:15][CH:16]=[CH:17]4)=[N:13][C:12]=3[CH3:19])=[O:10])=[O:34])=[CH:29][CH:30]=[CH:31][CH:32]=2)[CH:24]=[CH:25][CH:26]=1. Reported procedure: prepared by reaction of 6-Methyl-imidazo[2,1-b]thiazole-5-carboxylic acid [(1S,2S,5R)-1-(3-aza-bicyclo[3.1.0]hex-2-yl)methyl]-amide with 3′-Chloro-biphenyl-2-carboxylic acid. LC-MS (basic): tR=1.38 min; [M+H]+=490.9. Reactants: O1C(COC2=CC=C(C=C2)C=2N=NSC2)C1 (4-[4(2,3-epoxypropoxy) phenyl]-1,2,3-thiadiazole), N (ammonia). The solvent is C(C)O (ethanol). Yields the product NCC(COC1=CC=C(C=C1)C=1N=NSC1)O (4-[4(3-amino-2-hydroxypropoxy)phenyl]-1,2,3-thiadiazole). As a reaction SMILES: [O:1]1[CH2:16][CH:2]1[CH2:3][O:4][C:5]1[CH:10]=[CH:9][C:8]([C:11]2[N:12]=[N:13][S:14][CH:15]=2)=[CH:7][CH:6]=1.[NH3:17]>C(O)C>[NH2:17][CH2:16][CH:2]([OH:1])[CH2:3][O:4][C:5]1[CH:10]=[CH:9][C:8]([C:11]2[N:12]=[N:13][S:14][CH:15]=2)=[CH:7][CH:6]=1. Procedure: A solution of 200 mg. of 4-[4(2,3-epoxypropoxy) phenyl]-1,2,3-thiadiazole in 10 ml. of anhydrous ethanol is saturated with ammonia and the reaction mixture is maintained at room temperature for 16 hours. The reaction mixture is then evaporated to dryness under vacuo, to yield the crude 4-[4(3-amino-2-hydroxypropoxy)phenyl]-1,2,3-thiadiazole, which can be further purified by thin layer chromatography. Reactants: CC[Si](CC)(CC)CCOCOc1cccnc1Br, [Li]C(C)(C)C, CCc1ccc(C=O)cc1, C1CCOC1, CCCCC, [Cl-], [NH4+]. The product is CCc1ccc(C(O)c2ncccc2OCOCC[Si](CC)(CC)CC)cc1. Reaction SMILES: [Br:1][c:2]1[n:3][cH:4][cH:5][cH:6][c:7]1[O:8][CH2:9][O:10][CH2:11][CH2:12][Si:13]([CH2:14][CH3:15])([CH2:16][CH3:17])[CH2:18][CH3:19].[C:20]([Li:21])([CH3:22])([CH3:23])[CH3:24].[CH2:25]([CH3:26])[c:27]1[cH:28][cH:29][c:30]([CH:31]=[O:32])[cH:33][cH:34]1.[CH2:37]1[O:38][CH2:39][CH2:40][CH2:41]1.[CH3:42][CH2:43][CH2:44][CH2:45][CH3:46].[Cl-:35].[NH4+:36]>>[c:2]1([CH:31]([c:30]2[cH:29][cH:28][c:27]([CH2:25][CH3:26])[cH:34][cH:33]2)[OH:32])[n:3][cH:4][cH:5][cH:6][c:7]1[O:8][CH2:9][O:10][CH2:11][CH2:12][Si:13]([CH2:14][CH3:15])([CH2:16][CH3:17])[CH2:18][CH3:19]. Starting materials: N1C=NC2=NC=CC=C21 (imidazo[4,5-b]pyridine), [H-].[Na+] (sodium hydride), BrCC1=C(C=C(C(=O)N(C2CCCC2)C2CCCC2)C=C1)OC (4-bromomethyl-3-methoxy-N,N-dicyclopentyl benzamide). Solvent: CN(C=O)C (N,N-dimethylformamide). Conditions: time 2 hour. Product: C1(CCCC1)N(C(C1=CC(=C(C=C1)CN1C=2C(=CC=C1)N=CN2)OC)=O)C2CCCC2 (N,N-dicyclopentyl-4-[(4H-imidazo[4,5-b]pyridin-4-yl)methyl]-3-methoxybenzamide). Reaction SMILES: [NH:1]1[C:9]2[C:4](=[N:5][CH:6]=[CH:7][CH:8]=2)[N:3]=[CH:2]1.[H-].[Na+].Br[CH2:13][C:14]1[CH:32]=[CH:31][C:17]([C:18]([N:20]([CH:26]2[CH2:30][CH2:29][CH2:28][CH2:27]2)[CH:21]2[CH2:25][CH2:24][CH2:23][CH2:22]2)=[O:19])=[CH:16][C:15]=1[O:33][CH3:34]>CN(C)C=O>[CH:26]1([N:20]([CH:21]2[CH2:22][CH2:23][CH2:24][CH2:25]2)[C:18](=[O:19])[C:17]2[CH:31]=[CH:32][C:14]([CH2:13][N:5]3[CH:6]=[CH:7][CH:8]=[C:9]4[N:1]=[CH:2][N:3]=[C:4]34)=[C:15]([O:33][CH3:34])[CH:16]=2)[CH2:27][CH2:28][CH2:29][CH2:30]1 |f:1.2|. Procedure details: To a stirred solution of imidazo[4,5-b]pyridine (350 mg, 2.94 mmol) in N,N-dimethylformamide (25 mL), sodium hydride (118 mg, 60% dispersion in mineral oil, 2.94 mmol) was added. After stirring for 2 hr, 4-bromomethyl-3-methoxy-N,N-dicyclopentyl benzamide (1.4 g, 3.57 mmol) was added in small installments over 10 min. The reaction mixture was stirred under argon at 25° C. After 18h, the reaction was quenched by adding acetic acid (0.5 mL) and the solvent was removed under reduced pressure at <45... Reactants: ClC=1C=C2N=CC(=NC2=CC1)NC=1C=C(OC(C(=O)OCC)C)C=CC1 (ethyl 2-{3-[N-(6-chloroquinoxalin-2-yl)amino]phenoxy}propionate), [H-].[Na+] (sodium hydride), CI (methyl iodide), CN(C=O)C (dimethylformamide). Solvent: O (Water). Conditions: time 3 hour. The product is CN(C1=NC2=CC=C(C=C2N=C1)Cl)C=1C=C(OC(C(=O)OCC)C)C=CC1 (ethyl 2-{3-[N-methyl-N-(6-chloroquinoxalin-2-yl)amino]phenoxy}propionate). RXN SMILES: [Cl:1][C:2]1[CH:3]=[C:4]2[C:9](=[CH:10][CH:11]=1)[N:8]=[C:7]([NH:12][C:13]1[CH:14]=[C:15]([CH:24]=[CH:25][CH:26]=1)[O:16][CH:17]([CH3:23])[C:18]([O:20][CH2:21][CH3:22])=[O:19])[CH:6]=[N:5]2.[H-].[Na+].CI.[CH3:31]N(C)C=O>O>[CH3:31][N:12]([C:13]1[CH:14]=[C:15]([CH:24]=[CH:25][CH:26]=1)[O:16][CH:17]([CH3:23])[C:18]([O:20][CH2:21][CH3:22])=[O:19])[C:7]1[CH:6]=[N:5][C:4]2[C:9](=[CH:10][CH:11]=[C:2]([Cl:1])[CH:3]=2)[N:8]=1 |f:1.2|. Procedure: A mixture of ethyl 2-{3-[N-(6-chloroquinoxalin-2-yl)amino]phenoxy}propionate (10 mmole), sodium hydride (10 mmole), methyl iodide (50 mmole) and dimethylformamide (50 ml) was stirred at room temperature for a period of 3 hours. Water was added to the reaction mixture and the precipitated product was collected by filtration. The product was purified by chromatography over alumina (eluent dichloromethane) to give ethyl 2-{3-[N-methyl-N-(6-chloroquinoxalin-2-yl)amino]phenoxy}propionate as an oil.